This data is from the Open Reaction Database (ORD), a public repository of structured organic reaction records. The task is: describe an organic reaction: reactants, conditions, products, and yield Starting materials: C(CC(=O)O)(=O)O (malonic acid), C=O (paraformaldehyde), C1(CCCCC1)NC1CCCCC1 (dicyclohexylamine), C(C)S (ethanethiol). Solvent: O1CCOCC1 (dioxane). Conditions: temperature 70 celsius. Yields the product C(C)SCC(C(=O)O)=C (2-Ethylsulfanylmethyl-acrylic acid). Isolated yield 52.0%. RXN SMILES: [C:1](O)(=O)[CH2:2][C:3]([OH:5])=[O:4].C=O.C1(N[CH:17]2[CH2:22]CCCC2)CCCCC1.[CH2:23]([SH:25])C>O1CCOCC1>[CH2:22]([S:25][CH2:23][C:2](=[CH2:1])[C:3]([OH:5])=[O:4])[CH3:17]. Procedure: A mixture of malonic acid (5.2 g, 50 mmol), paraformaldehyde (3.3 g, 110 mmol), dicyclohexylamine, 9.95 ml, 50 mmol) and ethanethiol 4.06 ml, 55 mmol) in dioxane (120 ml) was heated at 70° C. for 2 hours. The solvents were removed under reduced pressure, the residue was redissolved in ethyl acetate and the solution was extracted with saturated aqueous sodium hydrogen carbonate (4×20 ml). The combined aqueous layers were washed with ethyl acetate (20 ml) then acidified with 1 M hydrochloric acid.... The reactants are O=C([O-])[O-], CCC1Cc2cc(O)c(Cl)c(Cl)c2C1=O, CI, [K+], [K+], CN(C)C=O, O. Product: CCC1Cc2cc(OC)c(Cl)c(Cl)c2C1=O. As a reaction SMILES: [C:16](=[O:17])([O-:18])[O-:19].[CH2:1]([CH3:2])[CH:3]1[C:4](=[O:15])[c:5]2[c:6]([Cl:14])[c:7]([Cl:13])[c:8]([OH:12])[cH:9][c:10]2[CH2:11]1.[CH3:22][I:23].[K+:20].[K+:21].[O:25]=[CH:26][N:27]([CH3:28])[CH3:29].[OH2:24]>>[CH2:1]([CH3:2])[CH:3]1[C:4](=[O:15])[c:5]2[c:6]([Cl:14])[c:7]([Cl:13])[c:8]([O:12][CH3:16])[cH:9][c:10]2[CH2:11]1. Reactants: [Br-], CCC[Mg+], CNOC, [Cl-], Cl, CCOC(=O)C1CCC(F)(F)CC1, [NH4+], C1CCOC1. Yields the product CON(C)C(=O)C1CCC(F)(F)CC1. Reaction SMILES: [Br-:19].[CH2:20]([Mg+:21])[CH2:22][CH3:23].[CH3:15][NH:16][O:17][CH3:18].[Cl-:24].[ClH:14].[F:1][C:2]1([F:13])[CH2:3][CH2:4][CH:5]([C:8](=[O:9])[O:10][CH2:11][CH3:12])[CH2:6][CH2:7]1.[NH4+:25].[O:26]1[CH2:27][CH2:28][CH2:29][CH2:30]1>>[F:1][C:2]1([F:13])[CH2:3][CH2:4][CH:5]([C:8](=[O:9])[N:16]([CH3:15])[O:17][CH3:18])[CH2:6][CH2:7]1. Reactants: O=C([O-])[O-], CC(C)(C)c1ncc(C2C(C(=O)O)C2(C)C)cn1, CC(C)=O, [K+], [K+], BrCc1cccc(Oc2ccccc2)c1. As a reaction SMILES: [C:34](=[O:35])([O-:36])[O-:37].[CH3:1][C:2]1([CH3:18])[CH:3]([C:15](=[O:16])[OH:17])[CH:4]1[c:5]1[cH:6][n:7][c:8]([C:11]([CH3:12])([CH3:13])[CH3:14])[n:9][cH:10]1.[CH3:40][C:41](=[O:42])[CH3:43].[K+:38].[K+:39].[O:19]([c:20]1[cH:21][cH:22][cH:23][cH:24][cH:25]1)[c:26]1[cH:27][c:28]([CH2:29][Br:30])[cH:31][cH:32][cH:33]1>>[CH3:1][C:2]1([CH3:18])[CH:3]([C:15](=[O:16])[O:17][CH2:29][c:28]2[cH:27][c:26]([O:19][c:20]3[cH:21][cH:22][cH:23][cH:24][cH:25]3)[cH:33][cH:32][cH:31]2)[CH:4]1[c:5]1[cH:6][n:7][c:8]([C:11]([CH3:12])([CH3:13])[CH3:14])[n:9][cH:10]1. The product is CC(C)(C)c1ncc(C2C(C(=O)OCc3cccc(Oc4ccccc4)c3)C2(C)C)cn1. The reactants are ClC1=CC(=CC=C1)C(=O)OO (m-chloroperbenzoic acid), C(C)SC=1C(=NC=CC1)C(=O)NC1=CC(=CC(=C1)C(F)(F)F)C(F)(F)F (3-ethylsulfanyl-N-(3,5-bistrifluoromethylphenyl)picolinamide), C([O-])(O)=O.[Na+] (sodium bicarbonate), S(=S)(=O)([O-])[O-].[Na+].[Na+] (sodium thiosulfate). Run in C(Cl)(Cl)Cl (chloroform). Reaction conditions: time 2 hour. Yields the product C(C)S(=O)(=O)C=1C(=NC=CC1)C(=O)NC1=CC(=CC(=C1)C(F)(F)F)C(F)(F)F (3-ethylsulfonyl-N-(3,5-bistrifluoromethylphenyl)picolinamide). Reaction SMILES: Cl[C:2]1C=CC=C(C(OO)=O)[CH:3]=1.C(S[C:15]1[C:16]([C:21]([NH:23][C:24]2[CH:29]=[C:28]([C:30]([F:33])([F:32])[F:31])[CH:27]=[C:26]([C:34]([F:37])([F:36])[F:35])[CH:25]=2)=[O:22])=[N:17][CH:18]=[CH:19][CH:20]=1)C.C(=O)(O)[O-].[Na+].[S:43]([O-:47])([O-])(=[O:45])=S.[Na+].[Na+]>C(Cl)(Cl)Cl>[CH2:2]([S:43]([C:15]1[C:16]([C:21]([NH:23][C:24]2[CH:29]=[C:28]([C:30]([F:33])([F:32])[F:31])[CH:27]=[C:26]([C:34]([F:37])([F:35])[F:36])[CH:25]=2)=[O:22])=[N:17][CH:18]=[CH:19][CH:20]=1)(=[O:47])=[O:45])[CH3:3] |f:2.3,4.5.6|. Procedure: 1.15 g of m-chloroperbenzoic acid (purity of 68%) was added to a mixture of 0.78 g of 3-ethylsulfanyl-N-(3,5-bistrifluoromethylphenyl)picolinamide (Compound of Present Invention 10) and 10 mL of chloroform under ice cooling, and the mixture was stirred at room temperature for 2 hours. A saturated aqueous sodium bicarbonate solution and a saturated aqueous sodium thiosulfate solution were poured to the reaction mixture, and the mixture was extracted with ethyl acetate. The organic layer was dried... Reactants: ClC1=CC=C2C(=CN(C2=C1)CC(=O)O)C(=O)N1CCC(CC1)C1=C(C=CC=C1OC)OC ({6-chloro-3-[4-(2,6-dimethoxy-phenyl)-piperidine-1-carbonyl]-indol-1-yl}-acetic acid), C(C)(C)(C)OC(N(C)CCN)=O ((2-amino-ethyl)-methyl-carbamic acid tert-butyl ester), C(=O)(C(F)(F)F)O (TFA). The product is ClC1=CC=C2C(=CN(C2=C1)CC(=O)NCCNC)C(=O)N1CCC(CC1)C1=C(C=CC=C1OC)OC (2-{6-Chloro-3-[4-(2,6-dimethoxy-phenyl)-piperidine-1-carbonyl]-indol-1-yl}-N-(2-methylamino-ethyl)-acetamide). Reaction SMILES: [Cl:1][C:2]1[CH:10]=[C:9]2[C:5]([C:6]([C:15]([N:17]3[CH2:22][CH2:21][CH:20]([C:23]4[C:28]([O:29][CH3:30])=[CH:27][CH:26]=[CH:25][C:24]=4[O:31][CH3:32])[CH2:19][CH2:18]3)=[O:16])=[CH:7][N:8]2[CH2:11][C:12]([OH:14])=O)=[CH:4][CH:3]=1.C(O[C:38](=O)[N:39]([CH2:41][CH2:42][NH2:43])C)(C)(C)C.C(O)(C(F)(F)F)=O>>[Cl:1][C:2]1[CH:10]=[C:9]2[C:5]([C:6]([C:15]([N:17]3[CH2:18][CH2:19][CH:20]([C:23]4[C:24]([O:31][CH3:32])=[CH:25][CH:26]=[CH:27][C:28]=4[O:29][CH3:30])[CH2:21][CH2:22]3)=[O:16])=[CH:7][N:8]2[CH2:11][C:12]([NH:43][CH2:42][CH2:41][NH:39][CH3:38])=[O:14])=[CH:4][CH:3]=1. Procedure details: Analogous to general procedure I, the coupling of {6-chloro-3-[4-(2,6-dimethoxy-phenyl)-piperidine-1-carbonyl]-indol-1-yl}-acetic acid (prepared herein) with (commercially available) (2-amino-ethyl)-methyl-carbamic acid tert-butyl ester gave, after treatment with TFA and neutralisation, the title compound. The reactants are Cn1nc(CBr)c2c(Cl)ncnc21, O=C([O-])[O-], Cc1noc(-c2ccc(C)c(O)c2)n1, CN(C)C=O, [K+], [K+]. The product is Cc1noc(-c2ccc(C)c(OCc3nn(C)c4ncnc(Cl)c34)c2)n1. As a reaction SMILES: [Br:21][CH2:22][c:23]1[n:24][n:25]([CH3:33])[c:26]2[n:27][cH:28][n:29][c:30]([Cl:32])[c:31]12.[C:15](=[O:16])([O-:17])[O-:18].[CH3:1][c:2]1[c:3]([OH:14])[cH:4][c:5](-[c:8]2[n:9][c:10]([CH3:13])[n:11][o:12]2)[cH:6][cH:7]1.[CH3:34][N:35]([CH3:36])[CH:37]=[O:38].[K+:19].[K+:20]>>[CH3:1][c:2]1[c:3]([O:14][CH2:22][c:23]2[n:24][n:25]([CH3:33])[c:26]3[n:27][cH:28][n:29][c:30]([Cl:32])[c:31]23)[cH:4][c:5](-[c:8]2[n:9][c:10]([CH3:13])[n:11][o:12]2)[cH:6][cH:7]1. Reactants: ClC=1N=CC(=C2C=CC(=NC12)C)I (8-chloro-5-iodo-2-methyl-[1,7]naphthyridine), N1=CN=CC(=C1)B(O)O (5-pyrimidineboronic acid), NC1=NC(=NC=C1)C (4-amino-2-methylpyrimidine). Yields the product CC1=NC=CC(=N1)NC=1N=CC(=C2C=CC(=NC12)C)C=1C=NC=NC1 ((2-Methyl-pyrimidin-4-yl)-(2-methyl-5-pyrimidin-5-yl-[1,7]naphthyridin-8-yl)-amine). RXN SMILES: Cl[C:2]1[N:3]=[CH:4][C:5](I)=[C:6]2[C:11]=1[N:10]=[C:9]([CH3:12])[CH:8]=[CH:7]2.[N:14]1[CH:19]=[C:18](B(O)O)[CH:17]=[N:16][CH:15]=1.[NH2:23][C:24]1[CH:29]=[CH:28][N:27]=[C:26]([CH3:30])[N:25]=1>>[CH3:30][C:26]1[N:25]=[C:24]([NH:23][C:2]2[N:3]=[CH:4][C:5]([C:18]3[CH:19]=[N:14][CH:15]=[N:16][CH:17]=3)=[C:6]3[C:11]=2[N:10]=[C:9]([CH3:12])[CH:8]=[CH:7]3)[CH:29]=[CH:28][N:27]=1. Procedure details: The title compound, MS: m/e=330.1 (M+H+), was prepared in accordance with the general method of example 15 step 1 and step 3 from 8-chloro-5-iodo-2-methyl-[1,7]naphthyridine (Example I), 5-pyrimidineboronic acid and 4-amino-2-methylpyrimidine.